This data is from the Open Reaction Database (ORD), a public repository of structured organic reaction records. The task is: describe an organic reaction: reactants, conditions, products, and yield Starting materials: C(C)(C)(C)OC(=O)N1CCC(=CC1)C1=CN(C2=CN=C(C=C21)C2=C(C=CC=C2CC)CC)C(CCC)CCC (4-[5-(2,6-diethyl-phenyl)-1-(1-propyl-butyl)-1H-pyrrolo[2,3-c]pyridin-3-yl]-3,6-dihydro-2H-pyridine-1-carboxylic acid tert-butyl ester). The reagents and catalysts are [Pd] (Pd/C). Run in CCO (EtOH). Run at time 18 hour. Yields the product C(C)(C)(C)OC(=O)N1CCC(CC1)C1=CN(C2=CN=C(C=C21)C2=C(C=CC=C2CC)CC)C(CCC)CCC (4-[5-(2,6-diethyl-phenyl)-1-(1-propyl-butyl)-1H-pyrrolo[2,3-c]pyridin-3-yl]-piperidine-1-carboxylic acid tert-butyl ester). As a reaction SMILES: [C:1]([O:5][C:6]([N:8]1[CH2:13][CH:12]=[C:11]([C:14]2[C:22]3[C:17](=[CH:18][N:19]=[C:20]([C:23]4[C:28]([CH2:29][CH3:30])=[CH:27][CH:26]=[CH:25][C:24]=4[CH2:31][CH3:32])[CH:21]=3)[N:16]([CH:33]([CH2:37][CH2:38][CH3:39])[CH2:34][CH2:35][CH3:36])[CH:15]=2)[CH2:10][CH2:9]1)=[O:7])([CH3:4])([CH3:3])[CH3:2]>CCO.[Pd]>[C:1]([O:5][C:6]([N:8]1[CH2:9][CH2:10][CH:11]([C:14]2[C:22]3[C:17](=[CH:18][N:19]=[C:20]([C:23]4[C:24]([CH2:31][CH3:32])=[CH:25][CH:26]=[CH:27][C:28]=4[CH2:29][CH3:30])[CH:21]=3)[N:16]([CH:33]([CH2:37][CH2:38][CH3:39])[CH2:34][CH2:35][CH3:36])[CH:15]=2)[CH2:12][CH2:13]1)=[O:7])([CH3:2])([CH3:4])[CH3:3]. Procedure: The 4-[5-(2,6-diethyl-phenyl)-1-(1-propyl-butyl)-1H-pyrrolo[2,3-c]pyridin-3-yl]-3,6-dihydro-2H-pyridine-1-carboxylic acid tert-butyl ester (50 mg, 0.10 mmol) is dissolved in EtOH (2 mL), 10% Pd/C (5 mg) is added, and the mixture is shook in a parr-reactor under 50 psi of H2 over 18 h. Filter, remove solvents and chromatograph the residue affords 4-[5-(2,6-diethyl-phenyl)-1-(1-propyl-butyl)-1H-pyrrolo[2,3-c]pyridin-3-yl]-piperidine-1-carboxylic acid tert-butyl ester as colorless oil: 1H NMR (CDCl... Starting materials: [N+](=O)([O-])C1=CC=C(C=C1)OC(\C=C\C=C(C1=CC=C(C=C1)OC)C1=CC=C(C=C1)OC)=O ((E)-5,5-bis-(4-methoxyphenyl)-2,4-pentadienoic acid 4-nitrophenyl ester), C1=NC=C(C2=CC=CC=C12)CCCCN (4-isoquinolinebutanamine). Run in O1CCCC1 (tetrahydrofuran). Product: C1=NC=C(C2=CC=CC=C12)CCCCNC(\C=C\C=C(C1=CC=C(C=C1)OC)C1=CC=C(C=C1)OC)=O ((E)-N-[4-(4-isoquinolinyl)butyl]-5.5-bis(4-methoxyphenyl)-2,4-pentadienamide). The yield is 29.6%. As a reaction SMILES: [N+](C1C=CC([O:10][C:11](=O)/[CH:12]=[CH:13]/[CH:14]=[C:15]([C:24]2[CH:29]=[CH:28][C:27]([O:30][CH3:31])=[CH:26][CH:25]=2)[C:16]2[CH:21]=[CH:20][C:19]([O:22][CH3:23])=[CH:18][CH:17]=2)=CC=1)([O-])=O.[CH:33]1[C:42]2[C:37](=[CH:38][CH:39]=[CH:40][CH:41]=2)[C:36]([CH2:43][CH2:44][CH2:45][CH2:46][NH2:47])=[CH:35][N:34]=1>O1CCCC1>[CH:33]1[C:42]2[C:37](=[CH:38][CH:39]=[CH:40][CH:41]=2)[C:36]([CH2:43][CH2:44][CH2:45][CH2:46][NH:47][C:11](=[O:10])/[CH:12]=[CH:13]/[CH:14]=[C:15]([C:24]2[CH:25]=[CH:26][C:27]([O:30][CH3:31])=[CH:28][CH:29]=2)[C:16]2[CH:21]=[CH:20][C:19]([O:22][CH3:23])=[CH:18][CH:17]=2)=[CH:35][N:34]=1. Reported procedure: As in Example 134, a solution of (E)-5,5-bis-(4-methoxyphenyl)-2,4-pentadienoic acid 4-nitrophenyl ester (0.841 g) and 4-isoquinolinebutanamine (0.39 g) in tetrahydrofuran (8 mL) was stirred for 17 hours at room temperature and was worked up in the usual manner. The crude product was purified by HPLC (ethyl acetate-hexane; 3:1) and then was crystallized from ethyl acetate-ether to provide 0.284 g of (E)-N-[4-(4-isoquinolinyl)butyl]-5.5-bis(4-methoxyphenyl)-2,4-pentadienamide, mp 91°-93° C.